From a dataset of the Open Reaction Database (ORD), a public repository of structured organic reaction records. describe an organic reaction: reactants, conditions, products, and yield Starting materials: CC(C)(C)C1=NC=C(C=N1)C(C(=O)OCC)C(C)(C)C (ethyl (RS)-2-[2-(1,1-dimethylethyl)pyrimidin-5-yl]-3,3-dimethylbutanoate), FC1=C(CO)C(=C(C(=C1F)C)F)F (2,3,5,6-tetrafluoro-4-methylbenzyl alcohol). Reagents/catalysts: [Ti] (titanium). Solvent: C1(=CC=CC=C1)C (toluene). Yields the product CC(C)(C)C1=NC=C(C=N1)C(C(=O)OCC1=C(C(=C(C(=C1F)F)C)F)F)C(C)(C)C (2,3,5,6-tetrafluoro-4-methylbenzyl (RS)-2-[2-(1,1-dimethylethyl)pyrimidin-5-yl]-3,3-dimethylbutanoate). Yield: 46.6%. Reaction SMILES: [CH3:1][C:2]([C:5]1[N:10]=[CH:9][C:8]([CH:11]([C:17]([CH3:20])([CH3:19])[CH3:18])[C:12]([O:14][CH2:15][CH3:16])=[O:13])=[CH:7][N:6]=1)([CH3:4])[CH3:3].[F:21][C:22]1[C:29]([F:30])=C(C)[C:27]([F:32])=[C:26]([F:33])[C:23]=1[CH2:24]O>[Ti].C1(C)C=CC=CC=1>[CH3:4][C:2]([C:5]1[N:6]=[CH:7][C:8]([CH:11]([C:17]([CH3:19])([CH3:18])[CH3:20])[C:12]([O:14][CH2:15][C:16]2[C:29]([F:30])=[C:22]([F:21])[C:23]([CH3:24])=[C:26]([F:33])[C:27]=2[F:32])=[O:13])=[CH:9][N:10]=1)([CH3:1])[CH3:3]. Procedure details: A mixture of ethyl (RS)-2-[2-(1,1-dimethylethyl)pyrimidin-5-yl]-3,3-dimethylbutanoate (0.07 g), 2,3,5,6-tetrafluoro-4-methylbenzyl alcohol (0.1 g), titanium VI ethoxide (catalytic amount) and dry toluene (2 cm3) was heated at the reflux temperature for 10 hours. After cooling, the solvent was evaporated under reduced pressure to leave a brown gum, which was purified by preparative thin layer chromatography on 20 cm×20 cm×0.2 cm silica gel plates, eluting with dichloromethane containing 2% by vol... Reactants: CN(S(=O)(=O)C=1C=C2CC(NC2=CC1)=O)C (2-oxo-2,3-dihydro-1H-indole-5-sulfonic acid dimethylamide), O=C1NCCC=2C1=CNC2C=O (4-oxo-4,5,6,7-tetrahydro-2H-pyrrolo[3,4-c]pyridine-1-carbaldehyde), N1CCCCC1 (piperidine). Solvent: C(C)O (ethanol). Conditions: temperature 80 celsius. Yields the product CN(S(=O)(=O)C=1C=C2C(C(NC2=CC1)=O)=CC=1NC=C2C(NCCC21)=O)C (2-Oxo-3-(4-oxo-4,5,6,7-tetrahydro-2H-pyrrolo[3,4-c]pyridin-1-ylmethylene)-2,3-dihydro-1H-indole-5-sulfonic Acid Dimethylamide). As a reaction SMILES: [CH3:1][N:2]([CH3:16])[S:3]([C:6]1[CH:7]=[C:8]2[C:12](=[CH:13][CH:14]=1)[NH:11][C:10](=[O:15])[CH2:9]2)(=[O:5])=[O:4].[O:17]=[C:18]1[C:23]2=[CH:24][NH:25][C:26]([CH:27]=O)=[C:22]2[CH2:21][CH2:20][NH:19]1.N1CCCCC1>C(O)C>[CH3:1][N:2]([CH3:16])[S:3]([C:6]1[CH:7]=[C:8]2[C:12](=[CH:13][CH:14]=1)[NH:11][C:10](=[O:15])[C:9]2=[CH:27][C:26]1[NH:25][CH:24]=[C:23]2[C:22]=1[CH2:21][CH2:20][NH:19][C:18]2=[O:17])(=[O:5])=[O:4]. Procedure: A mixture of 2-oxo-2,3-dihydro-1H-indole-5-sulfonic acid dimethylamide (48 mg, 0.2 mmol), 4-oxo-4,5,6,7-tetrahydro-2H-pyrrolo[3,4-c]pyridine-1-carbaldehyde (1 equivalent) and 0.1 mL of piperidine in ethanol (1 mL) was heated in a sealed tube at 80° C. for 3 hours. The precipitate was collected by vacuum filtration, washed with ethanol and dried to give the title compound as a yellow solid. Reactants: O=C([O-])[O-], C=CC#N, CC#N, Cl, [K+], [K+], OCC1CC(O)CN1. Yields the product N#CCCN1CC(O)CC1CO. Reaction SMILES: [C:14](=[O:15])([O-:16])[O-:17].[CH2:10]=[CH:11][C:12]#[N:13].[CH3:20][C:21]#[N:22].[ClH:1].[K+:18].[K+:19].[OH:2][CH2:3][CH:4]1[CH2:5][CH:6]([OH:9])[CH2:7][NH:8]1>>[OH:2][CH2:3][CH:4]1[CH2:5][CH:6]([OH:9])[CH2:7][N:8]1[CH2:10][CH2:11][C:12]#[N:13]. The product is O=S1(=O)N=C(NCC2CCCCC2)Nc2cc(Cl)ccc21. Reaction SMILES: [CH3:23][CH2:24][O:25][C:26](=[O:27])[CH3:28].[CH:13]1([CH2:19][N:20]=[C:21]=[S:22])[CH2:14][CH2:15][CH2:16][CH2:17][CH2:18]1.[NH2:1][c:2]1[c:3]([S:9](=[O:10])(=[O:11])[NH2:12])[cH:4][cH:5][c:6]([Cl:8])[cH:7]1>>[NH:1]1[c:2]2[c:3]([cH:4][cH:5][c:6]([Cl:8])[cH:7]2)[S:9](=[O:10])(=[O:11])[N:12]=[C:21]1[NH:20][CH2:19][CH:13]1[CH2:14][CH2:15][CH2:16][CH2:17][CH2:18]1. The reactants are CCOC(C)=O, S=C=NCC1CCCCC1, Nc1cc(Cl)ccc1S(N)(=O)=O.